This data is from the Open Reaction Database (ORD), a public repository of structured organic reaction records. The task is: describe an organic reaction: reactants, conditions, products, and yield Starting materials: [Li]N([Si](C)(C)C)[Si](C)(C)C (LiN(TMS)2), C[Sn](C1=CC=2OCC(NC2N=C1)=O)(C)C (7-trimethylstannyl-2H-pyrido[3,2-b]-1,4-oxazin-3(4H)-one), COS(=O)(=O)OC (dimethylsulfate). Procedure details: To a suspension of 680 mg of 7-trimethylstannyl-2H-pyrido[3,2-b]-1,4-oxazin-3(4H)-one (0.0022 mole) in 10 ml of THF is added 2.4 ml of LiN(TMS)2 (0.0024 mole) in THF. The homogenous solution is maintained under nitrogen at room temperature for 20 min., 300 mg (0.0024 mole) of dimethylsulfate is added and the reaction mixture allowed to stir overnight. The reaction mixture is then quenched with 10 ml of sat. ammonium chloride and extracted with 3×50 ml ethyl acetate. The ethyl acetate is then was... As a reaction SMILES: [CH3:1][Sn:2]([CH3:15])([CH3:14])[C:3]1[CH:12]=[N:11][C:10]2[NH:9][C:8](=[O:13])[CH2:7][O:6][C:5]=2[CH:4]=1.[Li]N([Si](C)(C)C)[Si](C)(C)[CH3:19].COS(OC)(=O)=O>C1COCC1>[CH3:19][N:9]1[C:8](=[O:13])[CH2:7][O:6][C:5]2[CH:4]=[C:3]([Sn:2]([CH3:15])([CH3:14])[CH3:1])[CH:12]=[N:11][C:10]1=2. The product is CN1C2=C(OCC1=O)C=C(C=N2)[Sn](C)(C)C (4-methyl-7-trimethylstannyl-2H-pyrido[3,2-b]-1,4-oxazin-3(4H)-one). Conditions: time 8 hour. Solvent: C1CCOC1 (THF), C1CCOC1 (THF). Reactants: FC1=C(OC2=NC=C3C(=N2)N(N=C3I)COCC[Si](C)(C)C)C=CC(=C1)F (6-(2,4-Difluoro-phenoxy)-3-iodo-1-(2-trimethylsilanyl-ethoxymethyl)-1H-pyrazolo[3,4-d]pyrimidine), Cl (HCl). Run in CO (MeOH). Product: FC1=C(OC2=NC=C3C(=N2)NN=C3I)C=CC(=C1)F (6-(2,4-Difluoro-phenoxy)-3-iodo-1H-pyrazolo[3,4-d]pyrimidine). Isolated yield 39.4%. Reaction SMILES: [F:1][C:2]1[CH:26]=[C:25]([F:27])[CH:24]=[CH:23][C:3]=1[O:4][C:5]1[N:10]=[C:9]2[N:11](COCC[Si](C)(C)C)[N:12]=[C:13]([I:14])[C:8]2=[CH:7][N:6]=1.Cl>CO>[F:1][C:2]1[CH:26]=[C:25]([F:27])[CH:24]=[CH:23][C:3]=1[O:4][C:5]1[N:10]=[C:9]2[NH:11][N:12]=[C:13]([I:14])[C:8]2=[CH:7][N:6]=1. Reported procedure: 6-(2,4-Difluoro-phenoxy)-3-iodo-1-(2-trimethylsilanyl-ethoxymethyl)-1H-pyrazolo[3,4-d]pyrimidine (89 mg) was dissolved in 3 mL of MeOH. Aqueous HCl (2 mL, 18.5%) was added, and the mixture was heated to reflux for four hours. The reaction mixture was cooled to room temperature, transferred to a stoppered flask, and heated to 90° C. for w hours. The reaction mixture was evaporated under reduced pressure and the residue was taken up in 12 mL of EtOAc, made basic with 25 mL of 5 N NaOH, wahsed with...